Task: describe an organic reaction: reactants, conditions, products, and yield. Dataset: the Open Reaction Database (ORD), a public repository of structured organic reaction records Starting materials: CCCCCCCCCCCCCCCC(=O)CS(C)=O, [Na+], [Na+], C1COCCO1, O, O=S(=O)([O-])S(=O)(=O)[O-]. Product: CCCCCCCCCCCCCCCC(=O)CSC. Reaction SMILES: [CH3:1][S:2](=[O:3])[CH2:4][C:5]([CH2:6][CH2:7][CH2:8][CH2:9][CH2:10][CH2:11][CH2:12][CH2:13][CH2:14][CH2:15][CH2:16][CH2:17][CH2:18][CH2:19][CH3:20])=[O:21].[Na+:31].[Na+:32].[O:33]1[CH2:34][CH2:35][O:36][CH2:37][CH2:38]1.[OH2:22].[S:23]([S:24]([O-:25])(=[O:26])=[O:27])([O-:28])(=[O:29])=[O:30]>>[CH3:1][S:2][CH2:4][C:5]([CH2:6][CH2:7][CH2:8][CH2:9][CH2:10][CH2:11][CH2:12][CH2:13][CH2:14][CH2:15][CH2:16][CH2:17][CH2:18][CH2:19][CH3:20])=[O:21]. Starting materials: C1CNC1, CO, Clc1nc(Cl)c2c(n1)C(c1ccccc1)CC2. Product: Clc1nc2c(c(N3CCC3)n1)CCC2c1ccccc1. As a reaction SMILES: [CH2:18]1[CH2:19][NH:20][CH2:21]1.[CH3:22][OH:23].[Cl:1][c:2]1[n:3][c:4]([Cl:17])[c:5]2[c:6]([n:7]1)[CH:8]([c:11]1[cH:12][cH:13][cH:14][cH:15][cH:16]1)[CH2:9][CH2:10]2>>[Cl:1][c:2]1[n:3][c:4]([N:20]2[CH2:19][CH2:18][CH2:21]2)[c:5]2[c:6]([n:7]1)[CH:8]([c:11]1[cH:12][cH:13][cH:14][cH:15][cH:16]1)[CH2:9][CH2:10]2. Reactants: Grignard reagent, CN(C)CCCCl (dimethylaminopropyl chloride), [Mg] (magnesium), C1CC2=CC=CC=C2C(=O)C1 (α-tetralone). Solvent: O1CCCC1 (tetrahydrofuran), O1CCCC1 (tetrahydrofuran). Conditions: time 1.5 hour. Yields the product CN(C(CC)C1=CCCC2=CC=CC=C12)C (1-Dimethylaminopropyl-3,4-dihydronaphthalene). The yield is 58.0%. As a reaction SMILES: [CH3:1][N:2]([CH2:4][CH2:5][CH2:6]Cl)[CH3:3].[Mg].[CH2:9]1[CH2:19][C:17](=O)[C:16]2[C:11](=[CH:12][CH:13]=[CH:14][CH:15]=2)[CH2:10]1>O1CCCC1>[CH3:1][N:2]([CH3:3])[CH:4]([C:10]1[C:11]2[C:16](=[CH:15][CH:14]=[CH:13][CH:12]=2)[CH2:17][CH2:19][CH:9]=1)[CH2:5][CH3:6]. Reported procedure: The Grignard reagent from 300 g (2.5 moles) of dimethylaminopropyl chloride and 60 g (2.5 moles) of magnesium turnings is prepared in 2 l. of tetrahydrofuran. To this is added 300 g (2.0 moles) of α-tetralone in 1 l. of tetrahydrofuran, at a rate to maintain reflux. After the addition the reflux is continued for 1.5 hours, then the mixture is cooled in ice and quenched with 500 ml of saturated ammonium chloride. The layers are separated, and the aqueous diluted with water and reextracted with et... The reactants are NC1=C(C=CC=C1)S(=O)(=O)N (2-Aminobenzenesulfonamide), C(C1=CC=CC=C1)=O (benzaldehyde). The product is C1(=CC=CC=C1)C1NS(C2=C(N1)C=CC=C2)(=O)=O (3-Phenyl-1,2,3,4-tetrahydro-1,2,4-benzothiadiazine-1,1-dioxide). RXN SMILES: [NH2:1][C:2]1[CH:7]=[CH:6][CH:5]=[CH:4][C:3]=1[S:8]([NH2:11])(=[O:10])=[O:9].[CH:12](=O)[C:13]1[CH:18]=[CH:17][CH:16]=[CH:15][CH:14]=1>>[C:13]1([CH:12]2[NH:1][C:2]3[CH:7]=[CH:6][CH:5]=[CH:4][C:3]=3[S:8](=[O:9])(=[O:10])[NH:11]2)[CH:18]=[CH:17][CH:16]=[CH:15][CH:14]=1. Procedure details: 2-Aminobenzenesulfonamide was transformed by Method G (using benzaldehyde). M.p. 125.5-128.5° C. Starting materials: OC1=CC=C(C(=O)N)C=C1 (4-hydroxybenzamide), C([O-])([O-])=O.[Cs+].[Cs+] (caesium carbonate), BrC=1C=CC(=NC1)[N+](=O)[O-] (5-bromo-2-nitropyridine). The solvent is CN(C=O)C (dimethylformamide). The product is [N+](=O)([O-])C1=CC=C(C=N1)OC1=CC=C(C(=O)N)C=C1 (4-[(6-nitro-3-pyridinyl)oxy]benzamide). Isolated yield 38.6%. RXN SMILES: [OH:1][C:2]1[CH:10]=[CH:9][C:5]([C:6]([NH2:8])=[O:7])=[CH:4][CH:3]=1.C(=O)([O-])[O-].[Cs+].[Cs+].Br[C:18]1[CH:19]=[CH:20][C:21]([N+:24]([O-:26])=[O:25])=[N:22][CH:23]=1>CN(C)C=O>[N+:24]([C:21]1[N:22]=[CH:23][C:18]([O:1][C:2]2[CH:10]=[CH:9][C:5]([C:6]([NH2:8])=[O:7])=[CH:4][CH:3]=2)=[CH:19][CH:20]=1)([O-:26])=[O:25] |f:1.2.3|. Reported procedure: 4-hydroxybenzamide (150 mg, 1.1 mmol) and caesium carbonate (394 mg, 1.21 mmol) was dissolved in dimethylformamide (7 ml). 5-bromo-2-nitropyridine (244 mg, 1.21 mmol) was then added. The mixture was left at 50 degrees until the starting material was consumed according to TLC (1% methanol in ether). Purification by flash chromatography yielded 4-[(6-nitro-3-pyridinyl)oxy]benzamide (110 mg, 38%) Starting materials: NC1=C(C=NC=C1)S(=O)(=O)N (4-aminopyridine-3-sulfonamide), C(CC)=O (propionaldehyde), C(C)(C)O (isopropanol), Cl (hydrochloric acid). Reagents/catalysts: saturated solution. The solvent is C(C)(=O)OCC (ethyl acetate). Product: C(C)C1NS(C2=C(N1)C=CN=C2)(=O)=O (3-ETHYL-2,3-DIHYDRO-4H-PYRIDO[4,3-e][1,2,4]THIADIAZINE 1,1-DIOXIDE). As a reaction SMILES: [NH2:1][C:2]1[CH:7]=[CH:6][N:5]=[CH:4][C:3]=1[S:8]([NH2:11])(=[O:10])=[O:9].[CH:12](=O)[CH2:13][CH3:14].C(O)(C)C.Cl>C(OCC)(=O)C>[CH2:13]([CH:14]1[NH:1][C:2]2[CH:7]=[CH:6][N:5]=[CH:4][C:3]=2[S:8](=[O:10])(=[O:9])[NH:11]1)[CH3:12]. Procedure details: 0.5 g of 4-aminopyridine-3-sulfonamide (Preparation 2) and 0.34 g (2 equivalents) of propionaldehyde are introduced into 5 cm3 of isopropanol to which 10 drops of a saturated solution of hydrochloric acid in ethyl acetate have been added. After refluxing for 2 h, the solution obtained is concentrated to dryness and the residue is recrystallized from a 1/3 isopropanol/petroleum ether (40°-60° C.) mixture. Reactants: COC=1C=C2C=CC(=CC2=CC1)C=1N=C(NC1C1=CC=NC=C1)C(CN)(C)C (2-(4-(6-methoxy-napthalen-2-yl)-5-pyridin-4-yl-1H-imidazol-2-yl)-2-methyl-propylamine), CC(=O)N=C=O (methylformyl isocyanate). The product is CC(=O)NC(=O)NCC(C)(C)C=1NC(=C(N1)C1=CC2=CC=C(C=C2C=C1)OC)C1=CC=NC=C1 (1-Methylformyl-3-(2-(4-(6-methoxy-napthalen-2-yl)-5-pyridin-4-yl-1H-imidazol-2-yl)-2-methyl-propyl)-urea). Yield: 51.0%. As a reaction SMILES: [CH3:1][O:2][C:3]1[CH:4]=[C:5]2[C:10](=[CH:11][CH:12]=1)[CH:9]=[C:8]([C:13]1[N:14]=[C:15]([C:24]([CH3:28])([CH3:27])[CH2:25][NH2:26])[NH:16][C:17]=1[C:18]1[CH:23]=[CH:22][N:21]=[CH:20][CH:19]=1)[CH:7]=[CH:6]2.[CH3:29][C:30]([N:32]=[C:33]=[O:34])=[O:31]>>[CH3:29][C:30]([NH:32][C:33]([NH:26][CH2:25][C:24]([C:15]1[NH:16][C:17]([C:18]2[CH:23]=[CH:22][N:21]=[CH:20][CH:19]=2)=[C:13]([C:8]2[CH:7]=[CH:6][C:5]3[C:10](=[CH:11][CH:12]=[C:3]([O:2][CH3:1])[CH:4]=3)[CH:9]=2)[N:14]=1)([CH3:28])[CH3:27])=[O:34])=[O:31]. Reported procedure: The title compound (13 mg, 51%) was prepared starting from the product of Example 2 and methylformyl isocyanate using the method described in Example 4; MS(ES) m/e 474 [M+H]+.